Dataset: the Open Reaction Database (ORD), a public repository of structured organic reaction records. Task: describe an organic reaction: reactants, conditions, products, and yield Reactants: C[Si](C)(C)Cl, CC#N, COC=Cc1cc(F)cc(-c2nnc(-c3ccc(CC(C)C)c(C#N)c3)s2)c1OC, [I-], [Na+], O. Product: COc1c(CC=O)cc(F)cc1-c1nnc(-c2ccc(CC(C)C)c(C#N)c2)s1. Reaction SMILES: [CH3:33][Si:34]([Cl:35])([CH3:36])[CH3:37].[CH3:39][C:40]#[N:41].[F:1][c:2]1[cH:3][c:4]([CH:27]=[CH:28][O:29][CH3:30])[c:5]([O:25][CH3:26])[c:6](-[c:8]2[n:9][n:10][c:11](-[c:13]3[cH:14][cH:15][c:16]([CH2:21][CH:22]([CH3:23])[CH3:24])[c:17]([C:18]#[N:19])[cH:20]3)[s:12]2)[cH:7]1.[I-:32].[Na+:31].[OH2:38]>>[F:1][c:2]1[cH:3][c:4]([CH2:27][CH:28]=[O:29])[c:5]([O:25][CH3:26])[c:6](-[c:8]2[n:9][n:10][c:11](-[c:13]3[cH:14][cH:15][c:16]([CH2:21][CH:22]([CH3:23])[CH3:24])[c:17]([C:18]#[N:19])[cH:20]3)[s:12]2)[cH:7]1. The reactants are CCN=C=NCCCN(C)C, CC#N, Cl, NC(Cc1cccc(OC(F)(F)C(F)F)c1)C(O)c1cccc(F)n1, O, On1nnc2ccccc21, O=C(O)c1cccc2c1C=CCCC2. Product: O=C(NC(Cc1cccc(OC(F)(F)C(F)F)c1)C(O)c1cccc(F)n1)c1cccc2c1C=CCCC2. RXN SMILES: [CH2:41]([N:42]=[C:43]=[N:44][CH2:45][CH2:46][CH2:47][N:48]([CH3:49])[CH3:50])[CH3:51].[CH3:62][C:63]#[N:64].[ClH:40].[NH2:1][CH:2]([CH:3]([OH:4])[c:5]1[n:6][c:7]([F:11])[cH:8][cH:9][cH:10]1)[CH2:12][c:13]1[cH:14][c:15]([O:19][C:20]([CH:21]([F:22])[F:23])([F:24])[F:25])[cH:16][cH:17][cH:18]1.[OH2:65].[OH:52][n:53]1[c:54]2[cH:55][cH:56][cH:57][cH:58][c:59]2[n:60][n:61]1.[c:26]1([C:37](=[O:38])[OH:39])[cH:27][cH:28][cH:29][c:30]2[c:31]1[CH:32]=[CH:33][CH2:34][CH2:35][CH2:36]2>>[NH:1]([CH:2]([CH:3]([OH:4])[c:5]1[n:6][c:7]([F:11])[cH:8][cH:9][cH:10]1)[CH2:12][c:13]1[cH:14][c:15]([O:19][C:20]([CH:21]([F:22])[F:23])([F:24])[F:25])[cH:16][cH:17][cH:18]1)[C:37]([c:26]1[cH:27][cH:28][cH:29][c:30]2[c:31]1[CH:32]=[CH:33][CH2:34][CH2:35][CH2:36]2)=[O:38]. The reactants are C, OCC1OC(n2c(NCc3ccc(-c4ccccc4)c(OCCCCOCc4ccccc4)c3)nc3ccccc32)C(O)C1O, CCO, [Pd]. Yields the product OCCCCOc1cc(CNc2nc3ccccc3n2C2OC(CO)C(O)C2O)ccc1-c1ccccc1. As a reaction SMILES: [C:49].[CH2:1]([c:2]1[cH:3][cH:4][cH:5][cH:6][cH:7]1)[O:8][CH2:9][CH2:10][CH2:11][CH2:12][O:13][c:14]1[cH:15][c:16]([CH2:17][NH:18][c:19]2[n:20][c:21]3[c:22]([n:23]2[CH:24]2[CH:25]([OH:26])[CH:27]([OH:28])[CH:29]([CH2:31][OH:32])[O:30]2)[cH:33][cH:34][cH:35][cH:36]3)[cH:37][cH:38][c:39]1-[c:40]1[cH:41][cH:42][cH:43][cH:44][cH:45]1.[CH3:46][CH2:47][OH:48].[Pd:50]>>[OH:8][CH2:9][CH2:10][CH2:11][CH2:12][O:13][c:14]1[cH:15][c:16]([CH2:17][NH:18][c:19]2[n:20][c:21]3[c:22]([n:23]2[CH:24]2[CH:25]([OH:26])[CH:27]([OH:28])[CH:29]([CH2:31][OH:32])[O:30]2)[cH:33][cH:34][cH:35][cH:36]3)[cH:37][cH:38][c:39]1-[c:40]1[cH:41][cH:42][cH:43][cH:44][cH:45]1.